This data is from the Open Reaction Database (ORD), a public repository of structured organic reaction records. The task is: describe an organic reaction: reactants, conditions, products, and yield The reactants are solution, Cl (hydrogen chloride), C(C)(C)(C)OC(=O)N1CC(C1)C1=NC(=NO1)C1CN(CC(C1)C1=CC=C(C=C1)C(F)(F)F)C(=O)N1CCOCC1 (tert-Butyl-3-(3-{-1-(morpholin-4-ylcarbonyl)-5-[4-(trifluoromethyl)phenyl]piperidin-3-yl}-1,2,4-oxadiazol-5-yl)azetidine-1-carboxylate). The solvent is O1CCOCC1 (dioxane), O1CCOCC1 (dioxane). Run at time 20 hour. The product is Cl.N1CC(C1)C1=NC(=NO1)C1CN(CC(C1)C1=CC=C(C=C1)C(F)(F)F)C(=O)N1CCOCC1 ({3-[5-(Azetidin-3-yl)-1,2,4-oxadiazol-3-yl]-5-[4-(trifluoromethyl)phenyl]piperidin-1-yl}-(morpholin-4-yl)methanone hydrochloride). RXN SMILES: [ClH:1].C(OC([N:9]1[CH2:12][CH:11]([C:13]2[O:17][N:16]=[C:15]([CH:18]3[CH2:23][CH:22]([C:24]4[CH:29]=[CH:28][C:27]([C:30]([F:33])([F:32])[F:31])=[CH:26][CH:25]=4)[CH2:21][N:20]([C:34]([N:36]4[CH2:41][CH2:40][O:39][CH2:38][CH2:37]4)=[O:35])[CH2:19]3)[N:14]=2)[CH2:10]1)=O)(C)(C)C>O1CCOCC1>[ClH:1].[NH:9]1[CH2:10][CH:11]([C:13]2[O:17][N:16]=[C:15]([CH:18]3[CH2:23][CH:22]([C:24]4[CH:25]=[CH:26][C:27]([C:30]([F:32])([F:33])[F:31])=[CH:28][CH:29]=4)[CH2:21][N:20]([C:34]([N:36]4[CH2:37][CH2:38][O:39][CH2:40][CH2:41]4)=[O:35])[CH2:19]3)[N:14]=2)[CH2:12]1 |f:3.4|. Procedure details: 0.30 ml (1.16 mmol) of a 4N solution of hydrogen chloride in dioxane was added to a solution of 67 mg (0.117 mmol) of the compound from Example 92A in 0.6 ml of dioxane. The reaction mixture was stirred at room temperature for 20 hours. The mixture was concentrated using a rotary evaporator and once more taken up in 0.6 ml of dioxane, and 0.3 ml (1.16 mmol) of a 4N solution of hydrogen chloride in dioxane was added. The reaction mixture was stirred at room temperature overnight and then concentr... Starting materials: C(C1=CC=CC=C1)N (Benzylamine), BrCCC=C (4-bromo-1-buten), C([O-])([O-])=O.[K+].[K+] (potassium carbonate). Run in CN(C)C=O (DMF), C(C)(=O)OCC (ethyl acetate). Conditions: temperature 50 celsius. Product: C(C1=CC=CC=C1)N(CCC=C)CCC=C (N-benzyl-N-(but-3-enyl)-but-3-en-1-amine). The yield is 151.8%. Reaction SMILES: [CH2:1]([NH2:8])[C:2]1[CH:7]=[CH:6][CH:5]=[CH:4][CH:3]=1.Br[CH2:10][CH2:11][CH:12]=[CH2:13].C(=O)([O-])[O-].[K+].[K+]>CN(C=O)C.C(OCC)(=O)C>[CH2:1]([N:8]([CH2:4][CH2:3][CH:2]=[CH2:1])[CH2:10][CH2:11][CH:12]=[CH2:13])[C:2]1[CH:7]=[CH:6][CH:5]=[CH:4][CH:3]=1 |f:2.3.4|. Reported procedure: 12 g Benzylamine and 25 g 4-bromo-1-buten were added to a suspension of 46 g potassium carbonate in 150 mL DMF and the mixture was heated at 50° C. for 16 h. The reaction mixture was cooled to RT, diluted with ethyl acetate, washed with water and brine, dried, concentrated, and purified by chromatographie on silica gel (hexane/ethyl acetate 50:1) to yield 18.3 g of the desired product. (M+H)+: 230 Starting materials: CC(C)(CC=CC(=O)O)NC(=O)OC(C)(C)C, CCN(C(C)C)C(C)C, CCN=C=NCCCN(C)C, CNC(Cc1ccc2ccccc2c1)C(=O)N(C)C(Cc1ccccc1)C(=O)NCC(F)(F)F, CN(C)C=O, CCOC(C)=O, ClCCl, Cl, On1nnc2cccnc21. The product is CN(C(=O)C=CCC(C)(C)NC(=O)OC(C)(C)C)C(Cc1ccc2ccccc2c1)C(=O)N(C)C(Cc1ccccc1)C(=O)NCC(F)(F)F. RXN SMILES: [C:1]([CH3:2])([CH3:3])([CH3:4])[O:5][C:6](=[O:7])[NH:8][C:9]([CH2:10][CH:11]=[CH:12][C:13](=[O:14])[OH:15])([CH3:16])[CH3:17].[CH2:74]([N:75]([CH:76]([CH3:77])[CH3:78])[CH:79]([CH3:80])[CH3:81])[CH3:82].[CH3:29][N:30]([CH3:31])[CH2:32][CH2:33][CH2:34][N:35]=[C:36]=[N:37][CH2:38][CH3:39].[CH3:40][NH:41][CH:42]([C:43](=[O:44])[N:45]([CH:46]([CH2:47][c:48]1[cH:49][cH:50][cH:51][cH:52][cH:53]1)[C:54]([NH:55][CH2:56][C:57]([F:58])([F:59])[F:60])=[O:61])[CH3:62])[CH2:63][c:64]1[cH:65][c:66]2[cH:67][cH:68][cH:69][cH:70][c:71]2[cH:72][cH:73]1.[CH3:83][N:84]([CH3:85])[CH:86]=[O:87].[CH3:91][CH2:92][O:93][C:94](=[O:95])[CH3:96].[Cl:88][CH2:89][Cl:90].[ClH:28].[OH:18][n:19]1[c:20]2[n:21][cH:22][cH:23][cH:24][c:25]2[n:26][n:27]1>>[C:1]([CH3:2])([CH3:3])([CH3:4])[O:5][C:6](=[O:7])[NH:8][C:9]([CH2:10][CH:11]=[CH:12][C:13](=[O:15])[N:41]([CH3:40])[CH:42]([C:43](=[O:44])[N:45]([CH:46]([CH2:47][c:48]1[cH:49][cH:50][cH:51][cH:52][cH:53]1)[C:54]([NH:55][CH2:56][C:57]([F:58])([F:59])[F:60])=[O:61])[CH3:62])[CH2:63][c:64]1[cH:65][c:66]2[cH:67][cH:68][cH:69][cH:70][c:71]2[cH:72][cH:73]1)([CH3:16])[CH3:17]. Product: CCc1ccc(OC(C)(C)C=O)c(C#N)c1. Reaction SMILES: [Br:14][C:15]([CH:16]=[O:17])([CH3:18])[CH3:19].[C:1](#[N:2])[c:3]1[c:4]([OH:11])[cH:5][cH:6][c:7]([CH2:9][CH3:10])[cH:8]1.[CH3:21][N:22]1[CH2:23][CH2:24][CH2:25][N:26]([CH3:27])[C:28]1=[O:29].[H-:12].[Na+:13].[OH2:20]>>[C:1](#[N:2])[c:3]1[c:4]([O:11][C:15]([CH:16]=[O:17])([CH3:18])[CH3:19])[cH:5][cH:6][c:7]([CH2:9][CH3:10])[cH:8]1. Starting materials: CC(C)(Br)C=O, CCc1ccc(O)c(C#N)c1, CN1CCCN(C)C1=O, [H-], [Na+], O. Starting materials: CS(C)=O, COC(=O)CCCCl, [K+], [K+], O=C([O-])[O-], COc1cc2c(Nc3ccccc3C)c(C(N)=O)cnc2cc1O. Yields the product COC(=O)CCCOc1cc2ncc(C(N)=O)c(Nc3ccccc3C)c2cc1OC. RXN SMILES: [CH3:39][S:40]([CH3:41])=[O:42].[Cl:31][CH2:32][CH2:33][CH2:34][C:35](=[O:36])[O:37][CH3:38].[K+:25].[K+:26].[O-:27][C:28]([O-:29])=[O:30].[OH:1][c:2]1[c:3]([O:23][CH3:24])[cH:4][c:5]2[c:6]([NH:15][c:16]3[c:17]([CH3:22])[cH:18][cH:19][cH:20][cH:21]3)[c:7]([C:12](=[O:13])[NH2:14])[cH:8][n:9][c:10]2[cH:11]1>>[O:1]([c:2]1[c:3]([O:23][CH3:24])[cH:4][c:5]2[c:6]([NH:15][c:16]3[c:17]([CH3:22])[cH:18][cH:19][cH:20][cH:21]3)[c:7]([C:12](=[O:13])[NH2:14])[cH:8][n:9][c:10]2[cH:11]1)[CH2:32][CH2:33][CH2:34][C:35](=[O:36])[O:37][CH3:38]. Reactants: CCOC(=O)C(C)(Cc1ccc(Oc2cc(Cl)nc(N)n2)cc1)Oc1ccccc1, C1CNCCN1. Product: CCOC(=O)C(C)(Cc1ccc(Oc2cc(N3CCNCC3)nc(N)n2)cc1)Oc1ccccc1. Reaction SMILES: [CH2:1]([CH3:2])[O:3][C:4]([C:5]([CH2:6][c:7]1[cH:8][cH:9][c:10]([O:13][c:14]2[n:15][c:16]([NH2:21])[n:17][c:18]([Cl:20])[cH:19]2)[cH:11][cH:12]1)([O:22][c:23]1[cH:24][cH:25][cH:26][cH:27][cH:28]1)[CH3:29])=[O:30].[CH2:31]1[CH2:32][NH:33][CH2:34][CH2:35][NH:36]1>>[CH2:1]([CH3:2])[O:3][C:4]([C:5]([CH2:6][c:7]1[cH:8][cH:9][c:10]([O:13][c:14]2[n:15][c:16]([NH2:21])[n:17][c:18]([N:33]3[CH2:32][CH2:31][NH:36][CH2:35][CH2:34]3)[cH:19]2)[cH:11][cH:12]1)([O:22][c:23]1[cH:24][cH:25][cH:26][cH:27][cH:28]1)[CH3:29])=[O:30]. Starting materials: solution, CC1S(OC2=C(C1)C=CC=C2S(=O)(=O)N=C=O)(=O)=O (3,4-dihydro-3-methyl-2,2-dioxo-1,2-benzoxathiin-8-ylsulfonyl isocyanate), NC1=NC(=CC(=N1)C1CC1)C (2-amino-4-cyclopropyl-6-methylpyrimidine). The solvent is O1CCOCC1 (dioxane), O1CCOCC1 (dioxane). Reaction conditions: time 18 hour. Yields the product CC1S(OC2=C(C1)C=CC=C2S(=O)(=O)NC(=O)NC2=NC(=CC(=N2)C2CC2)C)(=O)=O (N-(3,4-dihydro-3-methyl-2,2-dioxo-1,2-benzoxathiin-8-ylsulfonyl)-N'-(4-cyclopropyl-6-methylpyrimidin-2-yl)urea). Reaction SMILES: [CH3:1][CH:2]1[CH2:7][C:6]2[CH:8]=[CH:9][CH:10]=[C:11]([S:12]([N:15]=[C:16]=[O:17])(=[O:14])=[O:13])[C:5]=2[O:4][S:3]1(=[O:19])=[O:18].[NH2:20][C:21]1[N:26]=[C:25]([CH:27]2[CH2:29][CH2:28]2)[CH:24]=[C:23]([CH3:30])[N:22]=1>O1CCOCC1>[CH3:1][CH:2]1[CH2:7][C:6]2[CH:8]=[CH:9][CH:10]=[C:11]([S:12]([NH:15][C:16]([NH:20][C:21]3[N:26]=[C:25]([CH:27]4[CH2:29][CH2:28]4)[CH:24]=[C:23]([CH3:30])[N:22]=3)=[O:17])(=[O:14])=[O:13])[C:5]=2[O:4][S:3]1(=[O:19])=[O:18]. Procedure: 66.5 ml of a 10.78% solution of 3,4-dihydro-3-methyl-2,2-dioxo-1,2-benzoxathiin-8-ylsulfonyl isocyanate in dioxane is added dropwise over 5 minutes at room temperature to a mixture of 3.72 g of 2-amino-4-cyclopropyl-6-methylpyrimidine in 100 ml of absolute dioxane. The mixture is stirred for a further 18 hours and then concentrated by evaporation. The residue is crystallised by trituration with a 1:2 mixture of ethyl acetate and petroleum, affording 11.2 g of N-(3,4-dihydro-3-methyl-2,2-dioxo-1,... Reactants: C1=C(C=CC2=CC=CC=C12)O (2-naphthol), C[O-].[Na+] (sodium methoxide), [I-].[K+] (potassium iodide), BrC(C(=O)OC)C1=CC=C(C=C1)OC1=CC=C(C=C1)Cl (methyl α-bromo-α-[p-(p-chlorophenoxy)phenyl]acetate). Run in C1=CC=CC=C1 (benzene), O (water). Procedure details: To a solution of 3.60 g of 2-naphthol, 1.19 g of sodium methoxide and 50 mg of potassium iodide is added 7.11 g of methyl α-bromo-α-[p-(p-chlorophenoxy)phenyl]acetate in 10 ml of benzene. The solution is maintained at reflux overnight and then poured into 100 ml of water. The mixture is then extracted with 2 × 75 ml of ether and the combined extracts are washed with 2 × 50 ml of 5% NaOH, 50 ml of water, 50 ml of saturated brine and dried (MgSO4). Evaporation of the solvent yields a yellow oil. C... The product is C1=C(C=CC2=CC=CC=C12)OC(C(=O)OC)C1=CC=C(C=C1)OC1=CC=C(C=C1)Cl (Methyl α-(2-naphthyloxy)-α-[p-(p-chlorophenoxy)phenyl]acetate). Reaction SMILES: [CH:1]1[C:10]2[C:5](=[CH:6][CH:7]=[CH:8][CH:9]=2)[CH:4]=[CH:3][C:2]=1[OH:11].C[O-].[Na+].[I-].[K+].Br[CH:18]([C:23]1[CH:28]=[CH:27][C:26]([O:29][C:30]2[CH:35]=[CH:34][C:33]([Cl:36])=[CH:32][CH:31]=2)=[CH:25][CH:24]=1)[C:19]([O:21][CH3:22])=[O:20]>C1C=CC=CC=1.O>[CH:1]1[C:10]2[C:5](=[CH:6][CH:7]=[CH:8][CH:9]=2)[CH:4]=[CH:3][C:2]=1[O:11][CH:18]([C:23]1[CH:28]=[CH:27][C:26]([O:29][C:30]2[CH:31]=[CH:32][C:33]([Cl:36])=[CH:34][CH:35]=2)=[CH:25][CH:24]=1)[C:19]([O:21][CH3:22])=[O:20] |f:1.2,3.4|. Starting materials: OC1=C(C=C(C=C1)C(C)=O)[N+](=O)[O-] (1-[4-hydroxy-3-nitrophenyl]ethanone), C(=O)([O-])[O-].[K+].[K+] (K2CO3), [Na+].[I-] (NaI), C(C1=CC=CC=C1)Br (benzyl bromide), C(C1=CC=CC=C1)Br (benzyl bromide). Run in CN(C)C=O (DMF), C1(=CC=CC=C1)C (toluene). Run at temperature 20 celsius, time 8 hour. Product: C1(=CC=CC=C1)COC1=C(C=C(C=C1)C(C)=O)[N+](=O)[O-] (1-[4-Phenylmethoxy-3-nitrophenyl]ethanone). The yield is 83.7%. As a reaction SMILES: [OH:1][C:2]1[CH:7]=[CH:6][C:5]([C:8](=[O:10])[CH3:9])=[CH:4][C:3]=1[N+:11]([O-:13])=[O:12].C([O-])([O-])=O.[K+].[K+].[CH2:20](Br)[C:21]1[CH:26]=[CH:25][CH:24]=[CH:23][CH:22]=1.[Na+].[I-]>C1(C)C=CC=CC=1.CN(C=O)C>[C:21]1([CH2:20][O:1][C:2]2[CH:7]=[CH:6][C:5]([C:8](=[O:10])[CH3:9])=[CH:4][C:3]=2[N+:11]([O-:13])=[O:12])[CH:26]=[CH:25][CH:24]=[CH:23][CH:22]=1 |f:1.2.3,5.6|. Procedure: To a mechanically stirred DMF (260 mL) suspension of 1-[4-hydroxy-3-nitrophenyl]ethanone (51 g, 282 mmol) and K2CO3 (17 g, 847 mmol) was added benzyl bromide (68 mL, 572 mmol) followed by NaI (47 g, 313 mmol). After stirring overnight at 20° C., an additional 10 mL of benzyl bromide was added and the reaction was stirred for 15 more minutes. The reaction was quenched by the addition of 1.6 L water. The resulting suspension was stirred overnight and then filtered. The collected solids were washed... The reactants are [Br-], O=C([O-])[O-], N#Cc1ccc(C2CCC(C=O)CC2)cc1, CCCCCc1ccc(C[P+](c2ccccc2)(c2ccccc2)c2ccccc2)cc1, [K+], [K+], C1COCCO1. The product is CCCCCc1ccc(C=CC2CCC(c3ccc(C#N)cc3)CC2)cc1. Reaction SMILES: [Br-:23].[C:17](=[O:18])([O-:19])[O-:20].[C:1](#[N:2])[c:3]1[cH:4][cH:5][c:6]([CH:9]2[CH2:10][CH2:11][CH:12]([CH:15]=[O:16])[CH2:13][CH2:14]2)[cH:7][cH:8]1.[CH2:24]([CH2:25][CH2:26][CH2:27][CH3:28])[c:29]1[cH:30][cH:31][c:32]([CH2:33][P+:34]([c:35]2[cH:36][cH:37][cH:38][cH:39][cH:40]2)([c:41]2[cH:42][cH:43][cH:44][cH:45][cH:46]2)[c:47]2[cH:48][cH:49][cH:50][cH:51][cH:52]2)[cH:53][cH:54]1.[K+:21].[K+:22].[O:55]1[CH2:56][CH2:57][O:58][CH2:59][CH2:60]1>>[C:1](#[N:2])[c:3]1[cH:4][cH:5][c:6]([CH:9]2[CH2:10][CH2:11][CH:12]([CH:15]=[CH:33][c:32]3[cH:31][cH:30][c:29]([CH2:24][CH2:25][CH2:26][CH2:27][CH3:28])[cH:54][cH:53]3)[CH2:13][CH2:14]2)[cH:7][cH:8]1.